Dataset: the Open Reaction Database (ORD), a public repository of structured organic reaction records. Task: describe an organic reaction: reactants, conditions, products, and yield Reactants: ClC=1N=C(C2=C(N1)CCS2)Cl (2,4-dichloro-6,7-dihydrothieno[3,2-d]pyrimidin), C(C)(C)N(CC)C(C)C (diisopropylethylamine), NC1(CC1)CO (1-aminocyclopropanemethanol). The solvent is O1CCOCC1 (dioxane). Run at temperature 160 celsius. Product: ClC=1N=C(C2=C(N1)CCS2)NC2(CC2)CO ([1-(2-chloro-6,7-dihydrothieno[3,2-d]pyrimidin-4-ylamino)-cyclopropyl]-methanol). Reaction SMILES: [Cl:1][C:2]1[N:3]=[C:4](Cl)[C:5]2[S:10][CH2:9][CH2:8][C:6]=2[N:7]=1.C(N(C(C)C)CC)(C)C.[NH2:21][C:22]1([CH2:25][OH:26])[CH2:24][CH2:23]1>O1CCOCC1>[Cl:1][C:2]1[N:3]=[C:4]([NH:21][C:22]2([CH2:25][OH:26])[CH2:24][CH2:23]2)[C:5]2[S:10][CH2:9][CH2:8][C:6]=2[N:7]=1. Reported procedure: 1.4 g (II) are placed in 10 ml dioxane, then 3.6 ml diisopropylethylamine and then 1 g of 1-aminocyclopropanemethanol (see 2.2) are added. The reaction mixture is heated to 160° C., until there is no further reaction, and cooled, then evaporated down. The residue is treated with cyclohexane/ethyl acetate (4:1) in the ultrasound bath, the solid is suction filtered and dried. 1.24 g (III-2) are obtained as a solid. Analytical HPLC-MS (method A): RT=1.01 min. The reactants are C(#N)[BH3-].[Na+] (sodium cyanoborohydride), N[C@H]1[C@@H](C(OC2=C1C=C(C=C2)S(=O)(=O)C(F)(F)F)(C)C)O (trans-4-amino-3,4-dihydro-2,2-dimethyl-6-trifluoromethylsulfonyl 2H-1-benzopyran-3-ol), C(=O)C1=C(C(=O)OC)C=C(C=C1)[N+](=O)[O-] (methyl 2-formyl-5-nitrobenzoate). The reagents and catalysts are [Cl-].[Zn+2].[Cl-] (zinc chloride). The solvent is C(CC)O (propanol), C(CC)O (propanol), C(C)(=O)OCC (ethyl acetate). Conditions: time 1.5 hour. Product: CC1(OC2=C([C@H]([C@@H]1O)N1C(C3=CC(=CC=C3C1)[N+](=O)[O-])=O)C=C(C=C2)S(=O)(=O)C(F)(F)F)C (trans-3,4-Dihydro-2,2-dimethyl-4-(6-nitro 1-oxoisoindolin-2-yl)-6-trifluoromethylsulfonyl-2H-1-benzopyran-3-ol). Yield: 87.0%. Reaction SMILES: C([BH3-])#N.[Na+].[NH2:5][C@@H:6]1[C:11]2[CH:12]=[C:13]([S:16]([C:19]([F:22])([F:21])[F:20])(=[O:18])=[O:17])[CH:14]=[CH:15][C:10]=2[O:9][C:8]([CH3:24])([CH3:23])[C@H:7]1[OH:25].[CH:26]([C:28]1[CH:37]=[CH:36][C:35]([N+:38]([O-:40])=[O:39])=[CH:34][C:29]=1[C:30](OC)=[O:31])=O>C(O)CC.C(OCC)(=O)C.[Cl-].[Zn+2].[Cl-]>[CH3:24][C:8]1([CH3:23])[C@@H:7]([OH:25])[C@H:6]([N:5]2[CH2:26][C:28]3[C:29](=[CH:34][C:35]([N+:38]([O-:40])=[O:39])=[CH:36][CH:37]=3)[C:30]2=[O:31])[C:11]2[CH:12]=[C:13]([S:16]([C:19]([F:21])([F:22])[F:20])(=[O:18])=[O:17])[CH:14]=[CH:15][C:10]=2[O:9]1 |f:0.1,6.7.8|. Reported procedure: A solution of 0.164 g of zinc chloride and 0.075 g of sodium cyanoborohydride in 3.3 ml of propanol was added to a solution of 0.326 g of trans-4-amino-3,4-dihydro-2,2-dimethyl-6-trifluoromethylsulfonyl 2H-1-benzopyran-3-ol (prepared from its hydrochloride prepared as described in Preparation 9) and 0.224 g of methyl 2-formyl-5-nitrobenzoate in 3.3 ml of propanol, and the resulting mixture was heated under reflux in an oil bath kept at 140° C. for 1.5 hours. At the end of this time, the reaction... Reactants: CC(=O)[O-], Cc1ccc(C)cc1, CS(C)=O, N#Cc1ccccc1Cl, [Na+], [Na+], [Na+], O=C([O-])[O-], O, OCCOCCO, Cl[Pd]Cl, Cc1ccc(B(O)O)cc1. RXN SMILES: [CH3:27][C:28](=[O:29])[O-:30].[CH3:31][c:32]1[cH:33][cH:34][c:35]([CH3:36])[cH:37][cH:38]1.[CH3:47][S:48]([CH3:49])=[O:50].[Cl:1][c:2]1[c:3]([C:4]#[N:5])[cH:6][cH:7][cH:8][cH:9]1.[Na+:20].[Na+:21].[Na+:26].[O-:22][C:23](=[O:24])[O-:25].[OH2:46].[OH:39][CH2:40][CH2:41][O:42][CH2:43][CH2:44][OH:45].[Pd:51]([Cl:52])[Cl:53].[c:10]1([CH3:19])[cH:11][cH:12][c:13]([B:16]([OH:17])[OH:18])[cH:14][cH:15]1>>[c:2]1(-[c:13]2[cH:12][cH:11][c:10]([CH3:19])[cH:15][cH:14]2)[c:3]([C:4]#[N:5])[cH:6][cH:7][cH:8][cH:9]1. Yields the product Cc1ccc(-c2ccccc2C#N)cc1. Reactants: NC1=CC(=C(C(=O)OCC)C=C1)F (ethyl 4-amino-2-fluorobenzoate), C(CCCCCCCCCCCCCCC)Br (hexadecylbromide), C([O-])([O-])=O.[K+].[K+] (potassium carbonate), CN(P(=O)(N(C)C)N(C)C)C (hexamethylphosphoramide). Solvent: O (water). Conditions: temperature 130 celsius. Product: C(C)OC(C1=C(C=C(C=C1)NCCCCCCCCCCCCCCCC)F)=O (ethyl-2-fluoro-4-(hexadecylamino)benzoate). Reaction SMILES: [NH2:1][C:2]1[CH:12]=[CH:11][C:5]([C:6]([O:8][CH2:9][CH3:10])=[O:7])=[C:4]([F:13])[CH:3]=1.[CH2:14](Br)[CH2:15][CH2:16][CH2:17][CH2:18][CH2:19][CH2:20][CH2:21][CH2:22][CH2:23][CH2:24][CH2:25][CH2:26][CH2:27][CH2:28][CH3:29].C(=O)([O-])[O-].[K+].[K+].CN(C)P(N(C)C)(N(C)C)=O>O>[CH2:9]([O:8][C:6](=[O:7])[C:5]1[CH:11]=[CH:12][C:2]([NH:1][CH2:29][CH2:28][CH2:27][CH2:26][CH2:25][CH2:24][CH2:23][CH2:22][CH2:21][CH2:20][CH2:19][CH2:18][CH2:17][CH2:16][CH2:15][CH3:14])=[CH:3][C:4]=1[F:13])[CH3:10] |f:2.3.4|. Procedure: A mixture of 2.6 g of ethyl 4-amino-2-fluorobenzoate 4.5 g of hexadecylbromide, 2.0 g of anhydrous potassium carbonate and 20 ml of hexamethylphosphoramide is heated to 130° C. for 22 hours. The mixture is cooled, diluted with 200 ml of water, and extracted twice with ethyl ether. The combined extracts are washed with water, dried, and the ether evaporated and the residue upon recrystallization from hexane yields ethyl-2-fluoro-4-(hexadecylamino)benzoate as a white solid.